From a dataset of the Open Reaction Database (ORD), a public repository of structured organic reaction records. describe an organic reaction: reactants, conditions, products, and yield Reactants: FC(C=1N=NNN1)(F)F (5-(trifluoromethyl)-2H-tetrazole), C([O-])([O-])=O.[K+].[K+] (potassium carbonate), BrCC(=O)C1=NN(C(=C1)C(=O)OCC)C1=NC=CC=C1Cl (ethyl 3-(bromoacetyl)-1-(3-chloropyridin-2-yl)-1H-pyrazole-5-carboxylate). The solvent is C(C)#N (acetonitrile), C(C)#N (acetonitrile). Conditions: time 15 minute. Product: ClC=1C(=NC=CC1)N1N=C(C=C1C(=O)OCC)C(CN1N=C(N=N1)C(F)(F)F)=O (ethyl 1-(3-chloropyridin-2-yl)-3-{[5-(trifluoromethyl)-2H-tetrazol-2-yl]acetyl}-1H-pyrazole-5-carboxylate). Reaction SMILES: [F:1][C:2]([F:9])([F:8])[C:3]1[N:4]=[N:5][NH:6][N:7]=1.C(=O)([O-])[O-].[K+].[K+].Br[CH2:17][C:18]([C:20]1[CH:24]=[C:23]([C:25]([O:27][CH2:28][CH3:29])=[O:26])[N:22]([C:30]2[C:35]([Cl:36])=[CH:34][CH:33]=[CH:32][N:31]=2)[N:21]=1)=[O:19]>C(#N)C>[Cl:36][C:35]1[C:30]([N:22]2[C:23]([C:25]([O:27][CH2:28][CH3:29])=[O:26])=[CH:24][C:20]([C:18](=[O:19])[CH2:17][N:5]3[N:6]=[N:7][C:3]([C:2]([F:9])([F:8])[F:1])=[N:4]3)=[N:21]2)=[N:31][CH:32]=[CH:33][CH:34]=1 |f:1.2.3|. Procedure details: 1.24 g (2.04 mmol) of 5-(trifluoromethyl)-2H-tetrazole and 348 mg (2.52 mmol) of potassium carbonate were initially charged in 15 ml of acetonitrile and stirred at RT for 15 min. 693 mg (1.57 mmol) of ethyl 3-(bromoacetyl)-1-(3-chloropyridin-2-yl)-1H-pyrazole-5-carboxylate, dissolved in 5 ml of acetonitrile, were added, and the reaction mixture was stirred at 70° C. for 5 min. Half of the solvent was distilled off, the residue was diluted with 80 ml of water and the mixture was extracted twice w... The reactants are C(C)(C)(C)N1N=CC(=C(C1=O)Cl)Cl (2-t-butyl-4,5-dichloro-3(2H)-pyridazinone), CNC (dimethylamine). Solvent: C(C)O.O (ethanol water). Reaction conditions: time 15 hour. Yields the product C(C)(C)(C)N1N=CC(=C(C1=O)Cl)N(C)C (2-Tert-butyl-4-chloro-5-dimethylamino-3(2H)-pyridazinone). Reaction SMILES: [C:1]([N:5]1[C:10](=[O:11])[C:9]([Cl:12])=[C:8](Cl)[CH:7]=[N:6]1)([CH3:4])([CH3:3])[CH3:2].[CH3:14][NH:15][CH3:16]>C(O)C.O>[C:1]([N:5]1[C:10](=[O:11])[C:9]([Cl:12])=[C:8]([N:15]([CH3:16])[CH3:14])[CH:7]=[N:6]1)([CH3:4])([CH3:3])[CH3:2] |f:2.3|. Procedure: In ethanol-water (2:1) (45 ml)was dissolved 2-t-butyl-4,5-dichloro-3(2H)-pyridazinone (4.4 g) followed by addition of 50% dimethylamine (7.2 g), and the mixture was stirred at room temperature for 15 hours. After removal of ethanol, the residue was extracted with diethyl ether and the organic layer was washed with saturated aqueous NaCl solution, dried over anhydrous magnesium sulfate, and concentrated to dryness. This residue was washed with n-hexane and dried. White powder, 4.4 g. 1H-NMR (CDCl... Reactants: CC1=C(N=C(O1)C1=CC=CC=C1)CCC(=O)O (3-(5-methyl-2-phenyl-4-oxazolyl)propionic acid), CN(C=O)C (N,N-dimethylformamide), C(C(=O)Cl)(=O)Cl (oxalyl chloride). The solvent is O1CCCC1 (tetrahydrofuran). Conditions: time 1.5 hour. Product: CC1=C(N=C(O1)C1=CC=CC=C1)CCC(=O)N (3-(5-methyl-2-phenyl-4-oxazolyl)propanamide). The yield is 77.0%. RXN SMILES: [CH3:1][C:2]1[O:6][C:5]([C:7]2[CH:12]=[CH:11][CH:10]=[CH:9][CH:8]=2)=[N:4][C:3]=1[CH2:13][CH2:14][C:15]([OH:17])=O.C[N:19](C)C=O.C(Cl)(=O)C(Cl)=O>O1CCCC1>[CH3:1][C:2]1[O:6][C:5]([C:7]2[CH:12]=[CH:11][CH:10]=[CH:9][CH:8]=2)=[N:4][C:3]=1[CH2:13][CH2:14][C:15]([NH2:19])=[O:17]. Reported procedure: To a mixture of 3-(5-methyl-2-phenyl-4-oxazolyl)propionic acid (20.0 g), N,N-dimethylformamide (0.5 mL) and tetrahydrofuran; (300 mL) was dropwise added oxalyl chloride (13.18 g) under ice-cooling, and the mixture was stirred at room temperature for 1.5 hrs. The reaction mixture was concentrated, and the obtained residue was dissolved in tetrahydrofuran (100 mL). This solution was dropwise added to a mixture of 25% aqueous ammonia (200 mL) and tetrahydrofuran (100 mL) at room temperature. The re...